From a dataset of the Open Reaction Database (ORD), a public repository of structured organic reaction records. describe an organic reaction: reactants, conditions, products, and yield Reactants: N#CCCN, O=C(O)C1=CC(CF)(CF)Oc2ccc(C(F)(F)F)cc21, C1CCOC1. The product is N#CCCNC(=O)C1=CC(CF)(CF)Oc2ccc(C(F)(F)F)cc21. Reaction SMILES: [C:22](#[N:23])[CH2:24][CH2:25][NH2:26].[F:1][CH2:2][C:3]1([CH2:20][F:21])[O:4][c:5]2[c:6]([cH:12][c:13]([C:16]([F:17])([F:18])[F:19])[cH:14][cH:15]2)[C:7]([C:9](=[O:10])[OH:11])=[CH:8]1.[O:27]1[CH2:28][CH2:29][CH2:30][CH2:31]1>>[F:1][CH2:2][C:3]1([CH2:20][F:21])[O:4][c:5]2[c:6]([cH:12][c:13]([C:16]([F:17])([F:18])[F:19])[cH:14][cH:15]2)[C:7]([C:9](=[O:10])[NH:26][CH2:25][CH2:24][C:22]#[N:23])=[CH:8]1.